Task: describe an organic reaction: reactants, conditions, products, and yield. Dataset: the Open Reaction Database (ORD), a public repository of structured organic reaction records The reactants are FC1(C(NC(NC1O)=O)=O)C(=O)OC(C)C (isopropyl 5-fluoro-6-hydroxy-1,2,3,4,5,6-hexahydro-2,4-dioxopyrimidine-5-carboxylate), N1=CC=CC=C1 (pyridine), C(C)(=O)OC(C)=O (acetic anhydride), C(/C1=CC=CO1)=N/O ((Z)-furfuraldoxime), N1=CC=CC=C1 (pyridine). Solvent: CC(=O)C (acetone), CC(=O)C (acetone). Yields the product FC1(C(NC(NC1O\N=C/C1=CC=CO1)=O)=O)C(=O)OC(C)C (5-fluoro-6-[(Z)-furfurylideneaminooxy]-5-isopropyloxycarbonyl-1,2,3,4,5,6-hexahydro-2,4-dioxopyrimidine). Yield: 32.8%. As a reaction SMILES: [F:1][C:2]1([C:11]([O:13][CH:14]([CH3:16])[CH3:15])=[O:12])[CH:7]([OH:8])[NH:6][C:5](=[O:9])[NH:4][C:3]1=[O:10].N1C=CC=CC=1.C(OC(=O)C)(=O)C.[CH:30](=[N:36]/O)/[C:31]1[O:35][CH:34]=[CH:33][CH:32]=1>CC(C)=O>[F:1][C:2]1([C:11]([O:13][CH:14]([CH3:16])[CH3:15])=[O:12])[CH:7]([O:8]/[N:36]=[CH:30]\[C:31]2[O:35][CH:34]=[CH:33][CH:32]=2)[NH:6][C:5](=[O:9])[NH:4][C:3]1=[O:10]. Procedure details: In 50 ml of acetone was dissolved 20.0 g (85.4 mmol) of isopropyl 5-fluoro-6-hydroxy-1,2,3,4,5,6-hexahydro-2,4-dioxopyrimidine-5-carboxylate, and 8.78 g (111.0 mmol) of pyridine and 8.65 g (93.9 mmol) of acetic anhydride were added to the solution, followed by stirring under ice-cooling for 3 hours and subsequently at room temperature for 16 hours. The solvent was disttiled off under reduced pressure, and the acetylated compound, which precipitates after the addition of water, was recovered by f... Starting materials: CC(C)(C)OC(=O)N1CC2(CCN(C(=O)OCc3ccccc3)C2)C1, ClCCl, Cl, C1COCCO1. Product: O=C(OCc1ccccc1)N1CCC2(CNC2)C1. RXN SMILES: [CH2:1]1[N:2]([C:19]([O:20][C:21]([CH3:22])([CH3:23])[CH3:24])=[O:25])[CH2:3][C:4]12[CH2:5][N:6]([C:9](=[O:10])[O:11][CH2:12][c:13]1[cH:14][cH:15][cH:16][cH:17][cH:18]1)[CH2:7][CH2:8]2.[Cl:27][CH2:28][Cl:29].[ClH:26].[O:30]1[CH2:31][CH2:32][O:33][CH2:34][CH2:35]1>>[CH2:1]1[NH:2][CH2:3][C:4]12[CH2:5][N:6]([C:9](=[O:10])[O:11][CH2:12][c:13]1[cH:14][cH:15][cH:16][cH:17][cH:18]1)[CH2:7][CH2:8]2.